This data is from the Open Reaction Database (ORD), a public repository of structured organic reaction records. The task is: describe an organic reaction: reactants, conditions, products, and yield The reactants are ClC=1C(=CC=2N(N1)C(=NN2)C2=C(C=CC=C2)F)[Si](C)(C)C (6-chloro-3-(2-fluorophenyl)-7-(trimethylsilyl)-1,2,4-triazolo[4,3-b]pyridazine), BrC(C(Br)(F)F)(F)F (1,2-dibromotetrafluoroethane). Reagents/catalysts: Tetrabutylammonium difluorotriphenylstannate. Run in ClCCl (dichloromethane), C1CCOC1 (THF). Conditions: time 18 hour. Yields the product BrC1=CC=2N(N=C1Cl)C(=NN2)C2=C(C=CC=C2)F (7-bromo-6-chloro-3-(2-fluorophenyl)-1,2,4-triazolo[4,3-b]pyridazine). The yield is 87.8%. As a reaction SMILES: [Cl:1][C:2]1[C:3]([Si](C)(C)C)=[CH:4][C:5]2[N:6]([C:8]([C:11]3[CH:16]=[CH:15][CH:14]=[CH:13][C:12]=3[F:17])=[N:9][N:10]=2)[N:7]=1.[Br:22]C(F)(F)C(F)(F)Br>CCCC[N+](CCCC)(CCCC)CCCC.C1C=CC([Sn-](F)(F)(C2C=CC=CC=2)C2C=CC=CC=2)=CC=1.C1COCC1.ClCCl>[Br:22][C:3]1[C:2]([Cl:1])=[N:7][N:6]2[C:8]([C:11]3[CH:16]=[CH:15][CH:14]=[CH:13][C:12]=3[F:17])=[N:9][N:10]=[C:5]2[CH:4]=1 |f:2.3|. Reported procedure: Tetrabutylammonium difluorotriphenylstannate (6.8 g, 10.8 mmol) was added to a suspension of 6-chloro-3-(2-fluorophenyl)-7-(trimethylsilyl)-1,2,4-triazolo[4,3-b]pyridazine (3.17 g, 9.88 mmol), prepared as in Example 25 Step c), and 1,2-dibromotetrafluoroethane (6.0 ml, 50 mmol) in anhydrous THF (75 ml) and the mixture was stirred at room temperature under nitrogen for 18 h. The mixture was diluted with dichloromethane (100 ml), filtered and the filtrate was concentrated. Flash column chromatogra... Starting materials: CC(=O)N1CCN(c2ccc3c(=O)c(C(=O)O)c[nH]c3n2)CC1, CCI, CN(C)C=O, [Na+], [OH-]. Product: CCn1cc(C(=O)O)c(=O)c2ccc(N3CCN(C(C)=O)CC3)nc21. As a reaction SMILES: [C:1]([CH3:2])(=[O:3])[N:4]1[CH2:5][CH2:6][N:7]([c:10]2[cH:11][cH:12][c:13]3[c:14](=[O:23])[c:15]([C:20](=[O:21])[OH:22])[cH:16][nH:17][c:18]3[n:19]2)[CH2:8][CH2:9]1.[CH2:26]([CH3:27])[I:28].[CH3:29][N:30]([CH3:31])[CH:32]=[O:33].[Na+:25].[OH-:24]>>[C:1]([CH3:2])(=[O:3])[N:4]1[CH2:5][CH2:6][N:7]([c:10]2[cH:11][cH:12][c:13]3[c:14](=[O:23])[c:15]([C:20](=[O:21])[OH:22])[cH:16][n:17]([CH2:26][CH3:27])[c:18]3[n:19]2)[CH2:8][CH2:9]1. Starting materials: CC1=C2N=CC=NC2=CC=C1C (5,6-dimethylquinoxaline). Reagents/catalysts: [Ni] (Raney nickel). Solvent: C(C)O (ethanol). Run at time 2 hour. Product: CC1=C2NCCNC2=CC=C1C (5,6-Dimethyl-1,2,3,4-tetrahydroquinoxaline). Reaction SMILES: [CH3:1][C:2]1[C:11]([CH3:12])=[CH:10][CH:9]=[C:8]2[C:3]=1[N:4]=[CH:5][CH:6]=[N:7]2>C(O)C.[Ni]>[CH3:1][C:2]1[C:11]([CH3:12])=[CH:10][CH:9]=[C:8]2[C:3]=1[NH:4][CH2:5][CH2:6][NH:7]2. Procedure details: 5.3 g (0.034 mole) of 5,6-dimethylquinoxaline were dissolved in 200 ml of ethanol and, after the addition of 1 g of Raney nickel, the resulting solution was hydrogenated for 2 h at room temperature/normal pressure. After filtration, the product was concentrated to dryness and recrystallized from methyl-t-butyl ether.